This data is from the Open Reaction Database (ORD), a public repository of structured organic reaction records. The task is: describe an organic reaction: reactants, conditions, products, and yield The reactants are [H-].[Na+] (sodium hydride), FC=1C=C2C(=C(C=NC2=C(C1F)F)C(=O)OCC)O (ethyl 6,7,8-trifluoro-4-hydroxyquinoline-3-carboxylate), Cl.ClCC=1N=CSC1 (4-chloromethylthiazole hydrochloride). Solvent: CN(C)C=O (DMF). Conditions: temperature 80 celsius, time 20 minute. The product is FC=1C=C2C(C(=CN(C2=C(C1F)F)CC=1N=CSC1)C(=O)OCC)=O (ethyl 6,7,8-trifluoro-1-(4-thiazolylmethyl)-1,4-dihydro-4-oxoquinoline-3-carboxylate). Isolated yield 22.6%. RXN SMILES: [F:1][C:2]1[CH:3]=[C:4]2[C:9](=[C:10]([F:13])[C:11]=1[F:12])[N:8]=[CH:7][C:6]([C:14]([O:16][CH2:17][CH3:18])=[O:15])=[C:5]2[OH:19].[H-].[Na+].Cl.Cl[CH2:24][C:25]1[N:26]=[CH:27][S:28][CH:29]=1>CN(C=O)C>[F:1][C:2]1[CH:3]=[C:4]2[C:9](=[C:10]([F:13])[C:11]=1[F:12])[N:8]([CH2:24][C:25]1[N:26]=[CH:27][S:28][CH:29]=1)[CH:7]=[C:6]([C:14]([O:16][CH2:17][CH3:18])=[O:15])[C:5]2=[O:19] |f:1.2,3.4|. Reported procedure: 1.5 g of ethyl 6,7,8-trifluoro-4-hydroxyquinoline-3-carboxylate was dissolved in 30 ml of DMF, and 0.43 g of 60% oily sodium hydride was added, followed by stirring at 80° C. in a nitrogen gas stream for 20 minutes. To this solution, 1.9 g of 4-chloromethylthiazole hydrochloride was added, followed by stirring at constant temperature for 15 hours, after which the reaction mixture was concentrated to dryness. The residue was dissolved in CHCl3 ; the organic layer was washed with water and dried o... The reactants are crude material, C(#N)C1=CC=C(C(=O)NNC([C@@H]([C@H](C)O)NC2=C(C(=C(C=C2)C#N)C(F)(F)F)C)=O)C=C1 (4-cyano-N′-((2R,3S)-2-(4-cyano-2-methyl-3-(trifluoromethyl)phenylamino)-3-hydroxybutanoyl)benzohydrazide), CC(C)(C)[Si](C)(C)Cl (TBDMS-Cl), N1C=NC=C1 (imidazole). Solvent: CN(C)C=O (DMF). Run at temperature 0 celsius, time 30 minute. Yields the product [Si](C)(C)(C(C)(C)C)O[C@H]([C@H](C(=O)NNC(C1=CC=C(C=C1)C#N)=O)NC1=C(C(=C(C=C1)C#N)C(F)(F)F)C)C (N′-((2R,3S)-3-(tert-Butyldimethylsilyloxy)-2-(4-cyano-2-methyl-3-(trifluoromethyl)phenylamino)butanoyl)-4-cyanobenzohydrazide). Isolated yield 61.1%. RXN SMILES: [C:1]([C:3]1[CH:32]=[CH:31][C:6]([C:7]([NH:9][NH:10][C:11](=[O:30])[C@H:12]([NH:16][C:17]2[CH:22]=[CH:21][C:20]([C:23]#[N:24])=[C:19]([C:25]([F:28])([F:27])[F:26])[C:18]=2[CH3:29])[C@@H:13]([OH:15])[CH3:14])=[O:8])=[CH:5][CH:4]=1)#[N:2].[CH3:33][C:34]([Si:37](Cl)([CH3:39])[CH3:38])([CH3:36])[CH3:35].N1C=CN=C1>CN(C=O)C>[Si:37]([O:15][C@@H:13]([CH3:14])[C@@H:12]([NH:16][C:17]1[CH:22]=[CH:21][C:20]([C:23]#[N:24])=[C:19]([C:25]([F:28])([F:27])[F:26])[C:18]=1[CH3:29])[C:11]([NH:10][NH:9][C:7](=[O:8])[C:6]1[CH:5]=[CH:4][C:3]([C:1]#[N:2])=[CH:32][CH:31]=1)=[O:30])([C:34]([CH3:36])([CH3:35])[CH3:33])([CH3:39])[CH3:38]. Procedure details: The crude material 4-cyano-N′-((2R,3S)-2-(4-cyano-2-methyl-3-(trifluoromethyl)phenylamino)-3-hydroxybutanoyl)benzohydrazide (507 mg, 1.14 mmol) was added to DMF (30 mL), followed by addition of TBDMS-Cl (686 mg, 4.55 mmol) and imidazole (619 mg, 9.10 mmol) at 0° C. The solution was allowed to stir at 0° C. for 30 min and then at room temperature for overnight. The reaction was quenched with the addition of 200 mL brine and extracted with EtOAc. The resulting crude material was chromatographed to...